This data is from the Open Reaction Database (ORD), a public repository of structured organic reaction records. The task is: describe an organic reaction: reactants, conditions, products, and yield The reactants are C1(=CC=CC=C1)C1=C2CC(NC2=CC=C1)=O (4-phenyl-1,3-dihydro-indol-2-one), C[C@@H]1CN(C[C@@H](N1)C)C(=O)C=1C(=C(NC1)C=O)C (4-[(cis)3,5-dimethyl-piperazine-carbonyl]-3-methyl-1H-pyrrole-2-carbaldehyde). The reagents and catalysts are N1CCCCC1 (piperidine). Run in C(C)O (ethanol). Reaction conditions: time 3 day. Product: C[C@@H]1CN(C[C@@H](N1)C)C(=O)C=1C(=C(NC1)C=C1CC(=CC=C1)N1C(CC2=CC=CC=C12)=O)C (3-[4-((cis)-3,5-dimethyl-piperazine-1-carbonyl]-3-methyl-1H-pyrrol-2-ylmethylene]-phenyl-1,3-dihydro-indol-2-one). The yield is 38.9%. As a reaction SMILES: C1([C:7]2[CH:15]=[CH:14][CH:13]=[C:12]3[C:8]=2[CH2:9][C:10](=[O:16])[NH:11]3)C=CC=CC=1.[CH3:17][C@H:18]1[NH:23][C@@H:22]([CH3:24])[CH2:21][N:20]([C:25]([C:27]2[C:28]([CH3:34])=[C:29]([CH:32]=O)[NH:30][CH:31]=2)=[O:26])[CH2:19]1>C(O)C.N1CCCCC1>[CH3:17][C@H:18]1[NH:23][C@@H:22]([CH3:24])[CH2:21][N:20]([C:25]([C:27]2[C:28]([CH3:34])=[C:29]([CH:32]=[C:13]3[CH:12]=[CH:8][CH:7]=[C:15]([N:11]4[C:12]5[C:8](=[CH:7][CH:15]=[CH:14][CH:13]=5)[CH2:9][C:10]4=[O:16])[CH2:14]3)[NH:30][CH:31]=2)=[O:26])[CH2:19]1. Procedure: To a solution of 4-phenyl-1,3-dihydro-indol-2-one (52.3 mg, 0.25 mmol) and 4-[(cis)3,5-dimethyl-piperazine-carbonyl]-3-methyl-1H-pyrrole-2-carbaldehyde (64.8 mg, 0.26 mmol) in ethanol (2 mL) was added piperidine (3 drops). The reaction mixture was stirred at room temperature for three days. A yellow solid product was precipitated out, filtered, washed by ethanol for three times, and dried under high vacuum to provide pure product 3-[4-((cis)-3,5-dimethyl-piperazine-1-carbonyl]-3-methyl-1H-pyrrol...